Dataset: the Open Reaction Database (ORD), a public repository of structured organic reaction records. Task: describe an organic reaction: reactants, conditions, products, and yield The reactants are N1=CC(=CC=C1)S(=O)(=O)N1CCOCC1 (4-(Pyridine-3-sulfonyl)-morpholine). Reagents/catalysts: [Pt](=O)=O (platinum (IV) oxide). Run in C(C)O (ethanol), O (water). Reaction conditions: time 70 hour. Yields the product N1CC(CCC1)S(=O)(=O)N1CCOCC1 (4-(piperidine-3-sulfonyl)-morpholine). Isolated yield 22.2%. RXN SMILES: [N:1]1[CH:6]=[CH:5][CH:4]=[C:3]([S:7]([N:10]2[CH2:15][CH2:14][O:13][CH2:12][CH2:11]2)(=[O:9])=[O:8])[CH:2]=1>C(O)C.O.[Pt](=O)=O>[NH:1]1[CH2:6][CH2:5][CH2:4][CH:3]([S:7]([N:10]2[CH2:11][CH2:12][O:13][CH2:14][CH2:15]2)(=[O:8])=[O:9])[CH2:2]1. Reported procedure: 4-(Pyridine-3-sulfonyl)-morpholine (25 mmol, 5.7 g) was shaken with platinum (IV) oxide (500 mg) in ethanol (50 mL) at 60° C. under hydrogen at 50 psi for 16 h. Reduction was incomplete so the catalyst was removed by filtration, the solvent evaporated under vacuum and the residue dissolved in a mixture of water (50 mL) and acetic acid (10 mL) with warming. Platinum (IV) oxide (1 g) was added and hydrogenation at 50 psi was continued for a further 70 h at 60° C. The catalyst was removed by filtra... Reactants: C(C)(=O)N1C(C(NC(C1)=O)=CC1=CC(=C(C=C1)CO[Si](C1=CC=CC=C1)(C1=CC=CC=C1)C(C)(C)C)C)=O (1-acetyl-3-(4-tert-butyldiphenylsilyloxymethyl-3-methylphenyl)methylene-2,5-piperazinedione). Reagents/catalysts: [C].[Pd] (palladium-carbon). The solvent is CO (methanol). Run at time 1 hour. Yields the product [Si](C1=CC=CC=C1)(C1=CC=CC=C1)(C(C)(C)C)OCC1=C(C=C(CC2C(NCC(N2)=O)=O)C=C1)C (3-(4-tert-butyldiphenylsilyloxymethyl-3-methylbenzyl)-2,5-piperazinedione). Yield: 80.2%. As a reaction SMILES: C([N:4]1[CH2:9][C:8](=[O:10])[NH:7][C:6](=[CH:11][C:12]2[CH:17]=[CH:16][C:15]([CH2:18][O:19][Si:20]([C:33]([CH3:36])([CH3:35])[CH3:34])([C:27]3[CH:32]=[CH:31][CH:30]=[CH:29][CH:28]=3)[C:21]3[CH:26]=[CH:25][CH:24]=[CH:23][CH:22]=3)=[C:14]([CH3:37])[CH:13]=2)[C:5]1=[O:38])(=O)C>CO.[C].[Pd]>[Si:20]([O:19][CH2:18][C:15]1[CH:16]=[CH:17][C:12]([CH2:11][CH:6]2[NH:7][C:8](=[O:10])[CH2:9][NH:4][C:5]2=[O:38])=[CH:13][C:14]=1[CH3:37])([C:33]([CH3:36])([CH3:35])[CH3:34])([C:27]1[CH:32]=[CH:31][CH:30]=[CH:29][CH:28]=1)[C:21]1[CH:26]=[CH:25][CH:24]=[CH:23][CH:22]=1 |f:2.3|. Procedure details: A solution of 1-acetyl-3-(4-tert-butyldiphenylsilyloxymethyl-3-methylphenyl)methylene-2,5-piperazinedione (6.3 g) in methanol (300 ml) was hydrogenated over 10% palladium-carbon (50% wet) for 4 hours at atmospheric pressure. After removal of the catalyst by filtration, to the filtrate was added hydrazine monohydrate (721 mg). The mixture was stirred for 1 hour at room temperature and concentrated under reduced pressure. The residue was triturated with a mixture of isopropyl ether (200 ml) and n-... Reagents/catalysts: [Pd] (palladium on charcoal). Solvent: C(C)(=O)OCC (ethyl acetate), C(C)(=O)OCC (ethyl acetate). Reported procedure: To a suspension of 50 mg of 10% palladium on charcoal in 1 ml of ethyl acetate, which had been pre-reduced with hydrogen gas was added 7-thia-13-prostynoic acid (15 mg) in 1.5 ml of ethyl acetate. After 5 hrs the catalyst was removed by filtration washed with ethyl acetate and the combined filtrates evaporated to yield 13 mg of a semisolid. Analysis by nmr indicated that there still remained starting material plus some 7-thia-13-cis-prostenoic acid. The material was therefore reduced again with ... The reactants are [H][H] (hydrogen), C(CCCCCS[C@H]1CCC[C@@H]1C#CCCCCCC)(=O)O (7-thia-13-prostynoic acid). Product: C(CCCCCS[C@H]1CCC[C@@H]1CCCCCCCC)(=O)O (7-Thiaprostanoic Acid). The yield is 85.6%. As a reaction SMILES: [H][H].[C:3]([OH:24])(=[O:23])[CH2:4][CH2:5][CH2:6][CH2:7][CH2:8][S:9][C@@H:10]1[C@@H:14]([C:15]#[C:16][CH2:17][CH2:18][CH2:19][CH2:20][CH2:21][CH3:22])[CH2:13][CH2:12][CH2:11]1>[Pd].C(OCC)(=O)C>[C:3]([OH:24])(=[O:23])[CH2:4][CH2:5][CH2:6][CH2:7][CH2:8][S:9][C@@H:10]1[C@@H:14]([CH2:15][CH2:16][CH2:17][CH2:18][CH2:19][CH2:20][CH2:21][CH3:22])[CH2:13][CH2:12][CH2:11]1. Starting materials: C(C1=CC=CC=C1)N1C[C@@H]([C@H](C1)C1=C(C=CC=C1)C)CO[Si](C)(C)C(C)(C)C ((3R,4S)-1-benzyl-3-({[tert-butyl(dimethyl)silyl]oxy}methyl)-4-(2-methylphenyl)pyrrolidine), C(CCCCC(=O)[O-])(=O)OCC (monoethyl adipate). Yields the product [Si](C)(C)(C(C)(C)C)OC[C@H]1CN(C[C@@H]1C1=C(C=CC=C1)C)C(CCCCC(=O)OCC)=O (ethyl 6-[(3R,4S)-3-({[tert-butyl(dimethyl)silyl]oxy}methyl)-4-(2-methylphenyl)pyrrolidin-1-yl]-6-oxohexanoate). RXN SMILES: C([N:8]1[CH2:12][C@H:11]([C:13]2[CH:18]=[CH:17][CH:16]=[CH:15][C:14]=2[CH3:19])[C@@H:10]([CH2:20][O:21][Si:22]([C:25]([CH3:28])([CH3:27])[CH3:26])([CH3:24])[CH3:23])[CH2:9]1)C1C=CC=CC=1.[C:29]([O:38][CH2:39][CH3:40])(=[O:37])[CH2:30][CH2:31][CH2:32][CH2:33][C:34]([O-:36])=O>>[Si:22]([O:21][CH2:20][C@@H:10]1[C@@H:11]([C:13]2[CH:18]=[CH:17][CH:16]=[CH:15][C:14]=2[CH3:19])[CH2:12][N:8]([C:34](=[O:36])[CH2:33][CH2:32][CH2:31][CH2:30][C:29]([O:38][CH2:39][CH3:40])=[O:37])[CH2:9]1)([C:25]([CH3:28])([CH3:27])[CH3:26])([CH3:23])[CH3:24]. Procedure details: Using the (3R,4S)-1-benzyl-3-({[tert-butyl(dimethyl)silyl]oxy}methyl)-4-(2-methylphenyl)pyrrolidine obtained in Reference Example 127 which is described later, the elimination of benzyl group and amidation with monoethyl adipate were carried out in that order in the same manner as in Reference Example 16 and Reference Example 50 to produce ethyl 6-[(3R,4S)-3-({[tert-butyl(dimethyl)silyl]oxy}methyl)-4-(2-methylphenyl)pyrrolidin-1-yl]-6-oxohexanoate.